Dataset: the Open Reaction Database (ORD), a public repository of structured organic reaction records. Task: describe an organic reaction: reactants, conditions, products, and yield Reactants: C1CCOC1, CCOC(=O)N=NC(=O)OCC, O=C1NC(=O)c2ccccc21, N#CC1(CO)CC1, c1ccc(P(c2ccccc2)c2ccccc2)cc1. Yields the product N#CC1(CN2C(=O)c3ccccc3C2=O)CC1. Reaction SMILES: [CH2:50]1[O:51][CH2:52][CH2:53][CH2:54]1.[O:38]=[C:39]([O:40][CH2:41][CH3:42])[N:43]=[N:44][C:45]([O:46][CH2:47][CH3:48])=[O:49].[O:8]=[C:9]1[NH:10][C:11](=[O:12])[c:13]2[cH:14][cH:15][cH:16][cH:17][c:18]21.[OH:1][CH2:2][C:3]1([C:6]#[N:7])[CH2:4][CH2:5]1.[c:19]1([P:20]([c:21]2[cH:22][cH:23][cH:24][cH:25][cH:26]2)[c:27]2[cH:28][cH:29][cH:30][cH:31][cH:32]2)[cH:33][cH:34][cH:35][cH:36][cH:37]1>>[CH2:2]([C:3]1([C:6]#[N:7])[CH2:4][CH2:5]1)[N:10]1[C:9](=[O:8])[c:18]2[c:13]([cH:14][cH:15][cH:16][cH:17]2)[C:11]1=[O:12]. Starting materials: COC=1C2=C(N=CN1)CCNC2 (4-methoxy-5,6,7,8-tetrahydro-pyrido[4,3-d]pyrimidine), BrC=1C=NC=C(C1)C(F)(F)F (3-bromo-5-(trifluoromethyl)pyridine), C([O-])([O-])=O.[Cs+].[Cs+] (cesium carbonate), CC(C)C1=CC(=C(C(=C1)C(C)C)C2=C(C=CC=C2)P(C3CCCCC3)C4CCCCC4)C(C)C (X-Phos). The reagents and catalysts are C=1C=CC(=CC1)/C=C/C(=O)/C=C/C2=CC=CC=C2.C=1C=CC(=CC1)/C=C/C(=O)/C=C/C2=CC=CC=C2.C=1C=CC(=CC1)/C=C/C(=O)/C=C/C2=CC=CC=C2.[Pd].[Pd] (tris(dibenzylideneacetone)dipalladium(0)). The solvent is O1CCOCC1 (dioxane). Run at temperature 110 celsius, time 1.5 hour. Yields the product COC=1C2=C(N=CN1)CCN(C2)C=2C=NC=C(C2)C(F)(F)F (4-methoxy-6-(5-trifluoromethyl-pyridin-3-yl)-5,6,7,8-tetrahydro-pyrido[4,3-d]pyrimidine). The yield is 38.1%. As a reaction SMILES: [CH3:1][O:2][C:3]1[C:4]2[CH2:12][NH:11][CH2:10][CH2:9][C:5]=2[N:6]=[CH:7][N:8]=1.Br[C:14]1[CH:15]=[N:16][CH:17]=[C:18]([C:20]([F:23])([F:22])[F:21])[CH:19]=1.C(=O)([O-])[O-].[Cs+].[Cs+].CC(C1C=C(C(C)C)C(C2C=CC=CC=2P(C2CCCCC2)C2CCCCC2)=C(C(C)C)C=1)C>C1C=CC(/C=C/C(/C=C/C2C=CC=CC=2)=O)=CC=1.C1C=CC(/C=C/C(/C=C/C2C=CC=CC=2)=O)=CC=1.C1C=CC(/C=C/C(/C=C/C2C=CC=CC=2)=O)=CC=1.[Pd].[Pd].O1CCOCC1>[CH3:1][O:2][C:3]1[C:4]2[CH2:12][N:11]([C:14]3[CH:15]=[N:16][CH:17]=[C:18]([C:20]([F:23])([F:22])[F:21])[CH:19]=3)[CH2:10][CH2:9][C:5]=2[N:6]=[CH:7][N:8]=1 |f:2.3.4,6.7.8.9.10|. Reported procedure: To a glass vial was added 4-methoxy-5,6,7,8-tetrahydro-pyrido[4,3-d]pyrimidine (0.273 g, 1.65 mmol), 3-bromo-5-(trifluoromethyl)pyridine (0.373 g, 1.65 mmol), cesium carbonate (1.08 g, 3.31 mmol), tris(dibenzylideneacetone)dipalladium(0) (0.076 g, 0.083 mmol), X-Phos (0.079 g, 0.165 mmol) and anhydrous dioxane (5 mL). The vial was flushed with a stream of argon for 15 sec and capped. The mixture was heated with stirring for 1.5 h at 110° C. Filtered through a celite pad, concentrated in vacuo an...